This data is from the Open Reaction Database (ORD), a public repository of structured organic reaction records. The task is: describe an organic reaction: reactants, conditions, products, and yield Starting materials: ice, CC=1C(CC(C1CC(F)(F)F)=C)O[Si](C)(C)C(C)(C)C ((RS)-2-methyl-4-methylidene-3-(2,2,2-trifluoroethyl)-1-t-butyldimethylsilyloxy-2-cyclopentene), [F-].C(CCC)[N+](CCCC)(CCCC)CCCC.O1CCCC1 (tetrabutylammonium fluoride tetrahydrofuran), F (hydrofluoric acid), C(C(=O)O)(=O)O (oxalic acid). Solvent: O1CCCC1 (tetrahydrofuran). Yields the product CC=1C(CC(C1CC(F)(F)F)=C)O ((RS)-2-methyl-4-methylidene-3-(2,2,2-trifluoroethyl)cyclopent-2-en-1-ol). The yield is 80.0%. Reaction SMILES: [CH3:1][C:2]1[CH:3]([O:13][Si](C(C)(C)C)(C)C)[CH2:4][C:5](=[CH2:12])[C:6]=1[CH2:7][C:8]([F:11])([F:10])[F:9].[F-].C([N+](CCCC)(CCCC)CCCC)CCC.O1CCCC1.F.C(O)(=O)C(O)=O>O1CCCC1>[CH3:1][C:2]1[CH:3]([OH:13])[CH2:4][C:5](=[CH2:12])[C:6]=1[CH2:7][C:8]([F:9])([F:10])[F:11] |f:1.2.3|. Procedure: After 10.5 g of (RS)-2-methyl-4-methylidene-3-(2,2,2-trifluoroethyl)-1-t-butyldimethylsilyloxy-2-cyclopentene was dissolved in 50 ml of dry tetrahydrofuran, a mixture of 10.5 ml of a 1M tetrabutylammonium fluoride/tetrahydrofuran solution and 5 ml of hydrofluoric acid was added under cooling and stirred at ambient temperatures for twelve hours. The reaction solution was then added to 100 ml of an ice-cooled 5% aqueous oxalic acid, and extracted with diethyl ether (300 ml×3 times). The combined e... Starting materials: CCCC(NC(c1ccc(Br)cc1)C(F)(F)F)C(=O)NC1(C#N)CC1, CCCC(NC(c1ccc(-c2ccc(S(C)(=O)=O)cc2)cc1)C(F)(F)F)C(=O)NC1(C#N)CC1, OB(O)c1ccc(F)c(Cl)c1, ClCCl. Product: CCCC(NC(c1ccc(-c2ccc(F)c(Cl)c2)cc1)C(F)(F)F)C(=O)NC1(C#N)CC1. Reaction SMILES: [Br:46][c:47]1[cH:48][cH:49][c:50]([CH:51]([NH:52][CH:53]([C:54]([NH:55][C:56]2([C:57]#[N:58])[CH2:59][CH2:60]2)=[O:61])[CH2:62][CH2:63][CH3:64])[C:65]([F:66])([F:67])[F:68])[cH:69][cH:70]1.[C:1](#[N:2])[C:3]1([NH:6][C:7]([CH:8]([NH:9][CH:10]([C:11]([F:12])([F:13])[F:14])[c:15]2[cH:16][cH:17][c:18](-[c:21]3[cH:22][cH:23][c:24]([S:25]([CH3:26])(=[O:27])=[O:28])[cH:29][cH:30]3)[cH:19][cH:20]2)[CH2:31][CH2:32][CH3:33])=[O:34])[CH2:4][CH2:5]1.[Cl:35][c:36]1[cH:37][c:38]([B:43]([OH:44])[OH:45])[cH:39][cH:40][c:41]1[F:42].[Cl:71][CH2:72][Cl:73]>>[C:1](#[N:2])[C:3]1([NH:6][C:7]([CH:8]([NH:9][CH:10]([C:11]([F:12])([F:13])[F:14])[c:15]2[cH:16][cH:17][c:18](-[c:38]3[cH:37][c:36]([Cl:35])[c:41]([F:42])[cH:40][cH:39]3)[cH:19][cH:20]2)[CH2:31][CH2:32][CH3:33])=[O:34])[CH2:4][CH2:5]1. The reactants are C1NCCC2=CC=CC=C12 (1,2,3,4-tetrahydroisoquinoline), C1(=CC=CC=C1)CN1CCC(CC1)C(=O)OCC (ethyl 1phenylmethyl-4-piperidinecarboxylate), C[Al](C)C (trimethylaluminium). The solvent is C1(=CC=CC=C1)C (toluene), C1(=CC=CC=C1)C (toluene), CCCCCC (hexane). Run at temperature 50 celsius. Product: C1(=CC=CC=C1)CN1CCC(CC1)C(=O)N1CC2=CC=CC=C2CC1 (2-[(1-Phenylmethyl-4-piperidyl)carbonyl]-1,2,3,4-tetrahydroisoquinoline). The yield is 90.8%. Reaction SMILES: C[Al](C)C.[CH2:5]1[C:14]2[C:9](=[CH:10][CH:11]=[CH:12][CH:13]=2)[CH2:8][CH2:7][NH:6]1.[C:15]1([CH2:21][N:22]2[CH2:27][CH2:26][CH:25]([C:28](OCC)=[O:29])[CH2:24][CH2:23]2)[CH:20]=[CH:19][CH:18]=[CH:17][CH:16]=1>CCCCCC.C1(C)C=CC=CC=1>[C:15]1([CH2:21][N:22]2[CH2:27][CH2:26][CH:25]([C:28]([N:6]3[CH2:7][CH2:8][C:9]4[C:14](=[CH:13][CH:12]=[CH:11][CH:10]=4)[CH2:5]3)=[O:29])[CH2:24][CH2:23]2)[CH:16]=[CH:17][CH:18]=[CH:19][CH:20]=1. Reported procedure: 251 ml (594 mmol) of trimethylaluminium (at a concentration of 25% in hexane) are introduced under an argon atmosphere into 400 ml of tolune. The solution is cooled in an ice bath and 81.5 g (612 mmol) of 1,2,3,4-tetrahydroisoquinoline, dissolved in 200 ml of toluene, are added. The mixture is heated to approximately 50° C. and 95 g (384 mmol) of ethyl 1phenylmethyl-4-piperidinecarboxylate, dissolved in 400 ml of toluene, are added. The mixture is heated under reflux for 2 h, approximately 250 m... The reactants are C(C)(=O)O[C@H]1[C@H](SC[C@H]([C@@H]1OC(C)=O)OC(C)=O)Br (2,3,4-tri-O-acetyl-5-thio-α-D-xylopyranosyl bromide), [N+](=O)([O-])C1=CC=C(C=C1)O (4-nitrophenol). Reagents/catalysts: [Cl-].[Zn+2].[Cl-] (zinc chloride), [N-]1C=NC=C1.[Ag+] (silver imidazolate). The solvent is CCOCC (ether), C(Cl)Cl (methylene chloride). Reaction conditions: temperature 50 celsius, time 48 hour. The product is C(C)(=O)O[C@H]1[C@H](OC2=CC=C(C=C2)[N+](=O)[O-])SC[C@H]([C@@H]1OC(C)=O)OC(C)=O (4-nitrophenyl 2,3,4-tri-O-acetyl-5-thio-β-D-xylopyranoside). Isolated yield 25.2%. As a reaction SMILES: [C:1]([O:4][C@@H:5]1[C@@H:10]([O:11][C:12](=[O:14])[CH3:13])[C@H:9]([O:15][C:16](=[O:18])[CH3:17])[CH2:8][S:7][C@@H:6]1Br)(=[O:3])[CH3:2].[N+:20]([C:23]1[CH:28]=[CH:27][C:26]([OH:29])=[CH:25][CH:24]=1)([O-:22])=[O:21]>C(Cl)Cl.CCOCC.[Cl-].[Zn+2].[Cl-].[N-]1C=CN=C1.[Ag+]>[C:1]([O:4][C@@H:5]1[C@@H:10]([O:11][C:12](=[O:14])[CH3:13])[C@H:9]([O:15][C:16](=[O:18])[CH3:17])[CH2:8][S:7][C@H:6]1[O:29][C:26]1[CH:27]=[CH:28][C:23]([N+:20]([O-:22])=[O:21])=[CH:24][CH:25]=1)(=[O:3])[CH3:2] |f:4.5.6,7.8|. Reported procedure: A suspension of 5.6 g (15.8.10-3 mol) of 2,3,4-tri-O-acetyl-5-thio-α-D-xylopyranosyl bromide, 2 g (14.3.10-3 mol) of 4-nitrophenol, 4 g (29.3.10-3 mol) of zinc chloride and 3.8 g (21.7.10-3 mol) of silver imidazolate in 80 ml of anhydrous methylene chloride is stirred at 50° C., under an inert atmosphere, in the absence of light and in the presence of a molecular sieve (400 pm). After 48 h at this temperature, the reaction mixture is filtered on Celite®, washed with a 1N aqueous solution of hydr...